Task: describe an organic reaction: reactants, conditions, products, and yield. Dataset: the Open Reaction Database (ORD), a public repository of structured organic reaction records Starting materials: C(=O)=O.CC(=O)C (dry ice acetone), C[Si](C)(C)Cl (TMSCl), C(C)N(C(C1=C(C=CC=C1)CC)=O)CC (N,N,2-triethylbenzamide), [Li+].CC(C)[N-]C(C)C (LDA), ice water. The solvent is C1CCOC1 (THF). Reaction conditions: time 1 hour. The product is C(C)N(C(C1=C(C=CC=C1)C(C)[Si](C)(C)C)=O)CC (N,N-diethyl-2-[1-(trimethylsilyl)ethyl]benzamide). Isolated yield 93.8%. As a reaction SMILES: [CH2:1]([N:3]([CH2:14][CH3:15])[C:4](=[O:13])[C:5]1[CH:10]=[CH:9][CH:8]=[CH:7][C:6]=1[CH2:11][CH3:12])[CH3:2].[Li+].CC([N-]C(C)C)C.C(=O)=O.CC(C)=O.[CH3:31][Si:32](Cl)([CH3:34])[CH3:33]>C1COCC1>[CH2:14]([N:3]([CH2:1][CH3:2])[C:4](=[O:13])[C:5]1[CH:10]=[CH:9][CH:8]=[CH:7][C:6]=1[CH:11]([Si:32]([CH3:34])([CH3:33])[CH3:31])[CH3:12])[CH3:15] |f:1.2,3.4|. Reported procedure: To a solution of 5.13 g (25 mmol) of N,N,2-triethylbenzamide in THF (50 mL) at -78° C. was added a solution of LDA (Aldrich 2.0M, 15.63 mL, 31.25 mmol). The solution was warmed to -10° C. with ice water over 1 hr, then cooled to -78° C. with dry ice-acetone. TMSCl (6.34 mL, 50 mmol) was added neat at -78° C. and then reaction brought to room temperature after 1 hr. The reaction was quenched with saturated NH4Cl and extracted with ether (2×100 mL), dried over MgSO4, stripped and the residue disti...